This data is from the Open Reaction Database (ORD), a public repository of structured organic reaction records. The task is: describe an organic reaction: reactants, conditions, products, and yield The reactants are [Li+].C1[C@@H]2N(C1=O)[C@H](/C(=C/CO)/O2)C(=O)[O-] (Lithium clavulanate), P(=O)([O-])([O-])[O-].[K+].[K+].[K+] (Tripotassium orthophosphate), C(C)O (Ethanol), P(=O)([O-])([O-])[O-].[Li+].[Li+].[Li+] (lithium phosphate). The solvent is O (water), CC(=O)C (acetone). Yields the product C1[C@@H]2N(C1=O)[C@H](/C(=C/CO)/O2)C(=O)[O-].[K+] (potassium clavulanate). Isolated yield 81.0%. As a reaction SMILES: [Li+].[CH2:2]1[C:5](=[O:6])[N:4]2[C@@H:7]([C:13]([O-:15])=[O:14])/[C:8](/[O:12][C@H:3]12)=[CH:9]/[CH2:10][OH:11].P([O-])([O-])([O-])=O.[K+:21].[K+].[K+].C(O)C.P([O-])([O-])([O-])=O.[Li+].[Li+].[Li+]>O.CC(C)=O>[CH2:2]1[C:5](=[O:6])[N:4]2[C@@H:7]([C:13]([O-:15])=[O:14])/[C:8](/[O:12][C@H:3]12)=[CH:9]/[CH2:10][OH:11].[K+:21] |f:0.1,2.3.4.5,7.8.9.10,13.14|. Procedure details: Lithium clavulanate (5.15 g, estimated purity 95% pfa; 0.025 moles) was dissolved in water (45 mls) and cooled in an ice bath. Tripotassium orthophosphate (10.1 mls of 1 M solution; 1.2 equivalents) was added in one lot. Ethanol (32 mls) was added slowly over 1/2 hour by which time lithium phosphate had precipitated out and the pH had fallen from 8.3 to 7.3. The mixture was then made up to 800 mls with acetone over 3/4 hr. Celite (2 gm) was added and then the mixture was filtered to give a clear... The reactants are compound, ClC1=CC=C(C=C1)N1CC2=CC=C(C=C2CC1)OC (2-(4-Chlorophenyl)-6-methoxy-1,2,3,4-tetrahydroisoquinoline). The solvent is C(C)(=O)O.Br (acetic acid hydrobromic acid). The product is OC=1C=C2CCN(CC2=CC1)C1=CC=C(C=C1)Cl (6-Hydroxy-2-(4-chlorophenyl)-1,2,3,4-tetrahydroisoquinoline). The yield is 38.0%. RXN SMILES: [Cl:1][C:2]1[CH:7]=[CH:6][C:5]([N:8]2[CH2:17][CH2:16][C:15]3[C:10](=[CH:11][CH:12]=[C:13]([O:18]C)[CH:14]=3)[CH2:9]2)=[CH:4][CH:3]=1>C(O)(=O)C.Br>[OH:18][C:13]1[CH:14]=[C:15]2[C:10](=[CH:11][CH:12]=1)[CH2:9][N:8]([C:5]1[CH:6]=[CH:7][C:2]([Cl:1])=[CH:3][CH:4]=1)[CH2:17][CH2:16]2 |f:1.2|. Reported procedure: 7.0 g of the compound prepared under (b) are heated under reflux for 8 hours with a mixture of 50 ml of glacial acetic acid/hydrobromic acid (48% strength) in the volume ratio 1:1. After removing the acid in a rotary evaporator, the residue is taken up with methylene chloride/dilute ammonia, and the organic phase is dried and evaporated in a rotary evaporator. The oily residue is chromatographed on silica gel using a mixture of methylene chloride/ethyl acetate in the ratio 19:1. 2.2 g of pale ye... The reactants are Cl.CS(=O)(=O)N1CCC(CC1)[C@H]1C[C@H](NC1)C=1NC(=CN1)C1=CC=C(C=C1)NC(OC)=O (methyl [4-(2-{(2S,4R)-4-[1-(methylsulfonyl)-4-piperidinyl]-2-pyrrolidinyl}-1H-imidazol-5-yl)phenyl]carbamate hydrochloride), CC(C)(C)OC(=O)NC(=N)C1=CC=C(C(=O)O)C=C1 (4-(N-{[(2-methyl-2-propanyl)oxy]carbonyl}carbamimidoyl)benzoic acid). The product is N=C(C1=CC=C(C=C1)C(=O)N1[C@@H](C[C@@H](C1)C1CCN(CC1)S(=O)(=O)C)C=1NC(=CN1)C1=CC=C(C=C1)NC(=O)OC)NC(OC(C)(C)C)=O (2-methyl-2-propanyl {imino[4-({(2S,4R)-2-(5-{4-[(methoxycarbonyl)amino]phenyl}-1H-imidazol-2-yl)-4-[1-(methylsulfonyl)-4-piperidinyl]-1-pyrrolidinyl}carbonyl)phenyl]methyl}carbamate). RXN SMILES: Cl.[CH3:2][S:3]([N:6]1[CH2:11][CH2:10][CH:9]([C@@H:12]2[CH2:16][NH:15][C@H:14]([C:17]3[NH:18][C:19]([C:22]4[CH:27]=[CH:26][C:25]([NH:28][C:29](=[O:32])[O:30][CH3:31])=[CH:24][CH:23]=4)=[CH:20][N:21]=3)[CH2:13]2)[CH2:8][CH2:7]1)(=[O:5])=[O:4].[CH3:33][C:34]([O:37][C:38]([NH:40][C:41]([C:43]1[CH:51]=[CH:50][C:46]([C:47](O)=[O:48])=[CH:45][CH:44]=1)=[NH:42])=[O:39])([CH3:36])[CH3:35]>>[NH:42]=[C:41]([NH:40][C:38](=[O:39])[O:37][C:34]([CH3:35])([CH3:33])[CH3:36])[C:43]1[CH:44]=[CH:45][C:46]([C:47]([N:15]2[CH2:16][C@@H:12]([CH:9]3[CH2:8][CH2:7][N:6]([S:3]([CH3:2])(=[O:4])=[O:5])[CH2:11][CH2:10]3)[CH2:13][C@H:14]2[C:17]2[NH:18][C:19]([C:22]3[CH:23]=[CH:24][C:25]([NH:28][C:29]([O:30][CH3:31])=[O:32])=[CH:26][CH:27]=3)=[CH:20][N:21]=2)=[O:48])=[CH:50][CH:51]=1 |f:0.1|. Procedure: The compound prepared in Example 66 was treated with the compound prepared in Example 18 following the procedure described in Example 8 to give the title compound as a white solid. The reactants are OC(C=CC(CCCC)(C)C)C1C(CC2OC(CC21)=O)C (4-[1-(hydroxy)-4,4-dimethyl-2-octenyl]hexahydro-5-methyl-2H-cyclopenta[b]furan-2-one), C(C)(=O)OC(C)=O (acetic anhydride). Reagents/catalysts: CN(C1=CC=NC=C1)C (4-dimethylaminopyridine). Solvent: C(C)(=O)OCC (ethyl acetate). Yields the product C(C)(=O)OC(C=CC(CCCC)(C)C)C1C(CC2OC(CC21)=O)C (4-[1-(acetyloxy)-4,4-dimethyl-2-octenyl]-hexahydro-5-methyl-2H-cyclopenta[b]furan-2-one). RXN SMILES: [OH:1][CH:2]([CH:12]1[CH:19]2[CH:15]([O:16][C:17](=[O:20])[CH2:18]2)[CH2:14][CH:13]1[CH3:21])[CH:3]=[CH:4][C:5]([CH3:11])([CH3:10])[CH2:6][CH2:7][CH2:8][CH3:9].[C:22](OC(=O)C)(=[O:24])[CH3:23]>CN(C)C1C=CN=CC=1.C(OCC)(=O)C>[C:22]([O:1][CH:2]([CH:12]1[CH:19]2[CH:15]([O:16][C:17](=[O:20])[CH2:18]2)[CH2:14][CH:13]1[CH3:21])[CH:3]=[CH:4][C:5]([CH3:10])([CH3:11])[CH2:6][CH2:7][CH2:8][CH3:9])(=[O:24])[CH3:23]. Procedure: Following the procedure of example VII, 48.9 g, of crude, optically active [3aR-[3a alpha,4alpha(1S*,2E), 5beta,6a alpha-]]-4-[1-(hydroxy)-4,4-dimethyl-2-octenyl]hexahydro-5-methyl-2H-cyclopenta[b]furan-2-one was acetylated with 60 ml of acetic anhydride and 0.5 g of 4-dimethylaminopyridine in 400 ml of ethyl acetate. The product was crystallized from 60 ml of hexane giving 30.05 g of optically active [3aR-[3alpha,4alpha(1S*,2E),5beta,6a alpha-]]-4-[1-(acetyloxy)-4,4-dimethyl-2-octentyl]-hexahyd... The reactants are N1(CCOCC1)C=1SC(C(N1)=O)=CC1=CC=C(C=C1)N1CCC(CC1)=O (1-[4-(2-morpholin-4-yl-4-oxo-4H-thiazol-5-ylidenemethyl)-phenyl]-piperidin-4-one), N1(CCOCC1)C=1SC(C(N1)=O)=CC1=CC=C(C=C1)N1CCC(CC1)=O (1-[4-(2-morpholin-4-yl-4-oxo-4H-thiazol-5-ylidenemethyl)-phenyl]-piperidin-4-one), NC[C@@H](COC1=CC=C(C=C1)O)O (4-[(2S)-3-amino-2-hydroxy-propoxyl]-phenol), NC[C@@H](COC1=CC=C(C=C1)O)O (4-[(2S)-3-amino-2-hydroxy-propoxyl]-phenol). The product is O[C@@H](CNC1CCN(CC1)C1=CC=C(C=C2C(N=C(S2)N2CCOCC2)=O)C=C1)COC1=CC=C(C=C1)O (5-(4-{4-[(2S)-2-Hydroxy-3-(4-hydroxy-phenoxy)-propylamino]-piperidin-1-yl}-benzylidene)-2-morpholin-4-yl-thiazol-4-one). RXN SMILES: [N:1]1([C:7]2[S:8][C:9](=[CH:13][C:14]3[CH:19]=[CH:18][C:17]([N:20]4[CH2:25][CH2:24][C:23](=O)[CH2:22][CH2:21]4)=[CH:16][CH:15]=3)[C:10](=[O:12])[N:11]=2)[CH2:6][CH2:5][O:4][CH2:3][CH2:2]1.[NH2:27][CH2:28][C@H:29]([OH:39])[CH2:30][O:31][C:32]1[CH:37]=[CH:36][C:35]([OH:38])=[CH:34][CH:33]=1>>[OH:39][C@H:29]([CH2:30][O:31][C:32]1[CH:37]=[CH:36][C:35]([OH:38])=[CH:34][CH:33]=1)[CH2:28][NH:27][CH:23]1[CH2:24][CH2:25][N:20]([C:17]2[CH:18]=[CH:19][C:14]([CH:13]=[C:9]3[S:8][C:7]([N:1]4[CH2:6][CH2:5][O:4][CH2:3][CH2:2]4)=[N:11][C:10]3=[O:12])=[CH:15][CH:16]=2)[CH2:21][CH2:22]1. Reported procedure: The title compound was prepared from 1-[4-(2-morpholin-4-yl-4-oxo-4H-thiazol-5-ylidenemethyl)-phenyl]-piperidin-4-one(which was obtained in Intermediate 28) and (2S)-1-amino-3-(4-hydroxy-phenoxy)-propan-2-ol (which was obtained in Intermediate 5) according to the procedure of Example 1 as a yellowish solid; mp>100° C. (dec.); 1H NMR (300 MHz, DMSO-d6) δ 1.20-1.40 (m, 2 H), 1.80-1.95 (m, 2 H), 2.50-3.00 (m, 7H), 3.60-4.00 (m, 11 H), 6.66(d, J=9.2 Hz, 2 H), 6.74 (d, J=8.9 Hz, 2 H), 7.02(d, J=9.2 H...